This data is from the Open Reaction Database (ORD), a public repository of structured organic reaction records. The task is: describe an organic reaction: reactants, conditions, products, and yield The product is Cc1ccc(S(=O)O)cc1. RXN SMILES: [CH3:30][CH2:31][OH:32].[ClH:29].[Na:1].[OH:2][c:3]1[cH:4][c:5]([CH3:6])[o:7][c:8](=[O:9])[cH:10]1.[c:11]1([CH3:28])[cH:12][cH:13][c:14]([S:17](=[O:18])(=[O:19])[O:20][CH2:21][c:22]2[cH:23][cH:24][cH:25][cH:26][cH:27]2)[cH:15][cH:16]1>>[c:11]1([CH3:28])[cH:12][cH:13][c:14]([S:17](=[O:18])[OH:19])[cH:15][cH:16]1. Reactants: CCO, Cl, [Na], Cc1cc(O)cc(=O)o1, Cc1ccc(S(=O)(=O)OCc2ccccc2)cc1. The reactants are C(C)(=S)O (thioacetic acid), [OH-].[Na+] (sodium hydroxide), C(C)(=S)[O-].[Na+] (sodium thioacetate), [N+](=O)([O-])C1=CC=C(COC(=O)OC(C)C2C(NC2OC(C)=O)=O)C=C1 (3-(1-p-nitrobenzyloxycarbonyloxyethyl)-4-acetoxy-2-azetidinone). Run in O1CCOCC1 (dioxane), O (water), ClCCl (dichloromethane), O1CCOCC1 (dioxane). Run at temperature 0 celsius, time 15 minute. Yields the product [N+](=O)([O-])C1=CC=C(COC(=O)OC(C)C2C(NC2SC(C)=O)=O)C=C1 (3-(1-p-nitrobenzyloxycarbonyloxyethyl)-4-acetylthio-2-azetidinone). As a reaction SMILES: [C:1]([O-:4])(=[S:3])[CH3:2].[Na+].C(O)(=S)C.[OH-].[Na+].[N+:12]([C:15]1[CH:36]=[CH:35][C:18]([CH2:19][O:20][C:21]([O:23][CH:24]([CH:26]2[CH:29](OC(=O)C)[NH:28][C:27]2=[O:34])[CH3:25])=[O:22])=[CH:17][CH:16]=1)([O-:14])=[O:13]>O1CCOCC1.O.ClCCl>[N+:12]([C:15]1[CH:16]=[CH:17][C:18]([CH2:19][O:20][C:21]([O:23][CH:24]([CH:26]2[CH:29]([S:3][C:1](=[O:4])[CH3:2])[NH:28][C:27]2=[O:34])[CH3:25])=[O:22])=[CH:35][CH:36]=1)([O-:14])=[O:13] |f:0.1,3.4|. Procedure details: A solution of sodium thioacetate, prepared by treating a solution of thioacetic acid (3.24 g) in dioxane (8 ml) and water (21.5 ml) with 1N aqueous sodium hydroxide, was added to a solution of 3-(1-p-nitrobenzyloxycarbonyloxyethyl)-4-acetoxy-2-azetidinone (15.0 g) in dioxane (56 ml) at 0° to 10° C. under nitrogen atmosphere. The reaction mixture was stirred at 0° C. for 15 minutes, diluted with ice-cooled dichloromethane, washed with water, dried over anhydrous sodium sulfate and evaporated to g...